From a dataset of the Open Reaction Database (ORD), a public repository of structured organic reaction records. describe an organic reaction: reactants, conditions, products, and yield Starting materials: CCCCCCCCOC(C)=O, C[Si](C)(C)c1cc(C=O)co1, CC(=O)OC(C)=O, CC(C)[N-]C(C)C, [Li+], C1CCOC1. Product: C[Si](C)(C)c1ccco1. As a reaction SMILES: [C:1]([O:2][CH2:3][CH2:4][CH2:5][CH2:6][CH2:7][CH2:8][CH2:9][CH3:10])(=[O:11])[CH3:12].[CH3:21][Si:22]([c:23]1[cH:24][c:25]([CH:28]=[O:29])[cH:26][o:27]1)([CH3:30])[CH3:31].[CH3:32][C:33]([O:34][C:35](=[O:36])[CH3:37])=[O:38].[CH:13]([N-:14][CH:15]([CH3:16])[CH3:17])([CH3:18])[CH3:19].[Li+:20].[O:39]1[CH2:40][CH2:41][CH2:42][CH2:43]1>>[CH3:21][Si:22]([c:23]1[cH:24][cH:25][cH:26][o:27]1)([CH3:30])[CH3:31]. The reactants are CC(=O)[O-], CCO, COCC(C)(C)C=O, Cl, NO, [Na+], O. Yields the product COCC(C)(C)C=NO. Reaction SMILES: [CH3:13][C:14](=[O:15])[O-:16].[CH3:18][CH2:19][OH:20].[CH3:1][O:2][CH2:3][C:4]([CH:5]=[O:6])([CH3:7])[CH3:8].[ClH:9].[NH2:10][OH:11].[Na+:12].[OH2:17]>>[CH3:1][O:2][CH2:3][C:4]([CH:5]=[N:10][OH:11])([CH3:7])[CH3:8]. Reaction SMILES: [C:1](Cl)(=[O:3])[CH3:2].[Al+3].[Cl-].[Cl-].[Cl-].[Br:9][C:10]1[S:11][CH:12]=[CH:13][C:14]=1[CH3:15]>ClCCl>[Br:9][C:10]1[S:11][C:12]([C:1](=[O:3])[CH3:2])=[CH:13][C:14]=1[CH3:15] |f:1.2.3.4|. The yield is 56.6%. Reaction conditions: time 45 minute. Starting materials: C(C)(=O)Cl (Acetyl chloride), [Al+3].[Cl-].[Cl-].[Cl-] (AlCl3), BrC=1SC=CC1C (2-bromo-3-methylthiophene). Product: BrC1=C(C=C(S1)C(C)=O)C (1-(5-bromo-4-methyl-thiophen-2-yl)-ethanone). The solvent is ClCCl (dichloromethane). Reported procedure: Acetyl chloride (7.09 g) is added to a suspension of AlCl3 (11.53 g) in dichloromethane (310 ml) at 0° C. After 45 minutes at 0° C., 2-bromo-3-methylthiophene (5.0 g) is added dropwise. After 1 hour at 0° C., the reaction is quenched by added water (100 ml). The mixture is extracted three times with dichloromethane. The organic phases are combined, dried over MgSO4 and concentrated in vacuo. The crude product is purified by chromatography on silica gel (180 g) eluting with a mixture of ethyl ace... Starting materials: Cl (hydrochloric acid), ClCC(=O)Cl (chloroacetyl chloride), Cl.N(C)CC(=O)N (sarcosinamide hydrochloride), C([O-])(O)=O.[Na+] (sodium bicarbonate). Run in C1=CC=CC=C1 (benzene), O (water). Run at time 3 hour. Yields the product ClCC(=O)N(C)CC(=O)N (α-CHLOROACETYLSARCOSINAMIDE). Yield: 51.6%. As a reaction SMILES: [Cl:1][CH2:2][C:3](Cl)=[O:4].Cl.[NH:7]([CH2:9][C:10]([NH2:12])=[O:11])[CH3:8].C(=O)(O)[O-].[Na+].Cl>C1C=CC=CC=1.O>[Cl:1][CH2:2][C:3]([N:7]([CH2:9][C:10]([NH2:12])=[O:11])[CH3:8])=[O:4] |f:1.2,3.4|. Reported procedure: A solution of chloroacetyl chloride (0.1 mole, 11.3 g) in benzene (40 ml) was added over 30 min to a mixture of sarcosinamide hydrochloride (0.1 mole, 12.45 g) and sodium bicarbonate (0.25 mole, 20.0 g) in 40 ml of water. The mixture was vigorously stirred for 3 h at room temperature. The aqueous phase was acidified with 5M hydrochloric acid to pH 5 and extracted with ethyl acetate (3×400 ml). The combined extracts were dried over anhydrous sodium sulphate and evaporated in vacuo. The solid resi... The reactants are C1(=CC=CC=C1)C(C1=CC=CC=C1)=NCC(C(=O)OC)(C1=CC=CC=C1)C (methyl 3-(diphenylmethyleneamino)-2-methyl-2-phenylpropanoate), Cl (HCl). The product is Cl.NCC(C(=O)O)(C1=CC=CC=C1)C (3-amino-2-methyl-2-phenylpropanoic acid hydrochloride). As a reaction SMILES: C1(C(=[N:14][CH2:15][C:16]([CH3:27])([C:21]2[CH:26]=[CH:25][CH:24]=[CH:23][CH:22]=2)[C:17]([O:19]C)=[O:18])C2C=CC=CC=2)C=CC=CC=1.[ClH:28]>>[ClH:28].[NH2:14][CH2:15][C:16]([CH3:27])([C:21]1[CH:26]=[CH:25][CH:24]=[CH:23][CH:22]=1)[C:17]([OH:19])=[O:18] |f:2.3|. Procedure details: A mixture of methyl 3-(diphenylmethyleneamino)-2-methyl-2-phenylpropanoate (E321) and 6 N HCl was refluxed overnight. The solution was cooled and evaporated to give 3-amino-2-methyl-2-phenylpropanoic acid hydrochloride (E322). Yield: 109.1%. RXN SMILES: [CH2:1]([O:8][C:9]1[CH:14]=[C:13]([O:15][CH2:16][C:17]2[CH:22]=[CH:21][CH:20]=[CH:19][CH:18]=2)[C:12]([C:23]([CH3:25])=[CH2:24])=[CH:11][C:10]=1[C:26]([N:28]1[CH2:36][C:35]2[C:30](=[CH:31][CH:32]=[C:33](Br)[CH:34]=2)[CH2:29]1)=[O:27])[C:2]1[CH:7]=[CH:6][CH:5]=[CH:4][CH:3]=1.CC(C)([O-])C.[Na+].[CH3:44][N:45]1[CH2:50][CH2:49][NH:48][CH2:47][CH2:46]1.C1(C)C=CC=CC=1>CCOCC.C1C=CC(/C=C/C(/C=C/C2C=CC=CC=2)=O)=CC=1.C1C=CC(/C=C/C(/C=C/C2C=CC=CC=2)=O)=CC=1.C1C=CC(/C=C/C(/C=C/C2C=CC=CC=2)=O)=CC=1.[Pd].[Pd].C(P(C(C)(C)C)C1C=CC=CC=1C1C=CC=CC=1)(C)(C)C>[CH2:1]([O:8][C:9]1[CH:14]=[C:13]([O:15][CH2:16][C:17]2[CH:22]=[CH:21][CH:20]=[CH:19][CH:18]=2)[C:12]([C:23]([CH3:25])=[CH2:24])=[CH:11][C:10]=1[C:26]([N:28]1[CH2:36][C:35]2[C:30](=[CH:31][CH:32]=[C:33]([N:48]3[CH2:49][CH2:50][N:45]([CH3:44])[CH2:46][CH2:47]3)[CH:34]=2)[CH2:29]1)=[O:27])[C:2]1[CH:7]=[CH:6][CH:5]=[CH:4][CH:3]=1 |f:1.2,6.7.8.9.10|. Yields the product C(C1=CC=CC=C1)OC1=C(C=C(C(=C1)OCC1=CC=CC=C1)C(=C)C)C(=O)N1CC2=CC=C(C=C2C1)N1CCN(CC1)C ((2,4-bis-benzyloxy-5-isopropenyl-phenyl)-[5-(4-methyl-piperazin-1-yl)-1,3-dihydro-isoindol-2-yl]-methanone). Procedure details: To a mixture of (2,4-bis-benzyloxy-5-isopropenyl-phenyl)-(5-bromo-1,3-dihydro-isoindol-2-yl)-methanone (8.30 g, 15.0 mmol), 2-(di-t-butylphosphino)biphenyl (223 mg, 0.75 mmol), tris(dibenzylideneacetone)dipalladium (344 mg, 0.38 mmol), sodium tert-butoxide (2.17 g, 22.5 mmol) and 1-methyl-piperazine (2.16 mL, 19.5 mmol) under a N2 atmosphere was added anhydrous toluene (100 mL). The mixture was taken to 80° C. and heated at this temperature for 16 h. The mixture was allowed to cool to ambient te... Run in CCOCC (ether). Reagents/catalysts: C=1C=CC(=CC1)/C=C/C(=O)/C=C/C2=CC=CC=C2.C=1C=CC(=CC1)/C=C/C(=O)/C=C/C2=CC=CC=C2.C=1C=CC(=CC1)/C=C/C(=O)/C=C/C2=CC=CC=C2.[Pd].[Pd] (tris(dibenzylideneacetone)dipalladium), C(C)(C)(C)P(C1=C(C=CC=C1)C1=CC=CC=C1)C(C)(C)C (2-(di-t-butylphosphino)biphenyl). Reactants: C(C1=CC=CC=C1)OC1=C(C=C(C(=C1)OCC1=CC=CC=C1)C(=C)C)C(=O)N1CC2=CC=C(C=C2C1)Br ((2,4-bis-benzyloxy-5-isopropenyl-phenyl)-(5-bromo-1,3-dihydro-isoindol-2-yl)-methanone), CC(C)([O-])C.[Na+] (sodium tert-butoxide), CN1CCNCC1 (1-methyl-piperazine), C1(=CC=CC=C1)C (toluene). Run at temperature 15 celsius, time 8 hour. Solvent: O1CCCC1 (tetrahydrofuran), O (water), O1CCCC1 (tetrahydrofuran), O1CCCC1 (tetrahydrofuran), O (Water). Reported procedure: Water (15.0 L) was added to a suspension of sodium borohydride (4.11 Kg, 109 mol) in tetrahydrofuran (140 L) at 15° C. and the resulting solution stirred at 15° C. A solution of 2-chloro-1-[6-(2,5-dimethylpyrrol-1-yl)pyridin-3-yl]ethanone (30.0 Kg, 120.6 mol) in tetrahydrofuran (100 L) and water (15 L) was added over 40 minutes maintaining the temperature below 30° C. The resulting solution was stirred for 60 minutes at 15° C. When all the 2-chloro-1-[6-(2,5-dimethylpyrrol-1-yl)pyridin-3-yl]etha... Isolated yield 65.0%. As a reaction SMILES: [BH4-].[Na+].Cl[CH2:4][C:5]([C:7]1[CH:8]=[N:9][C:10]([N:13]2[C:17]([CH3:18])=[CH:16][CH:15]=[C:14]2[CH3:19])=[CH:11][CH:12]=1)=[O:6].[NH2:20][C@@H:21]([CH3:24])[CH2:22][OH:23].C(Cl)Cl>O1CCCC1.O>[CH3:19][C:14]1[N:13]([C:10]2[N:9]=[CH:8][C:7]([CH:5]([OH:6])[CH2:4][NH:20][C@@H:21]([CH3:24])[CH2:22][OH:23])=[CH:12][CH:11]=2)[C:17]([CH3:18])=[CH:16][CH:15]=1 |f:0.1|. Yields the product CC=1N(C(=CC1)C)C1=CC=C(C=N1)C(CN[C@H](CO)C)O ((2S)-2-[{(RS)-2-[6-(2,5-dimethyl-1H-pyrrol-1-yl)pyridin-3-yl]-2-hydroxyethyl}amino]propan-1-ol). The reactants are ClCC(=O)C=1C=NC(=CC1)N1C(=CC=C1C)C (2-chloro-1-[6-(2,5-dimethylpyrrol-1-yl)pyridin-3-yl]ethanone), C(Cl)Cl (DCM), N[C@H](CO)C ((S)-(+)-2-amino-1-propanol), [BH4-].[Na+] (sodium borohydride), ααα-trifluorotoluene.